Dataset: the Open Reaction Database (ORD), a public repository of structured organic reaction records. Task: describe an organic reaction: reactants, conditions, products, and yield Reactants: COC1=CC(=C2CCCC(C2=C1)=O)C (7-methoxy-5-methyl-3,4-dihydro-2H-naphthalen-1-one), BrBr (bromine). Run in CO (methanol), CO (methanol). Reaction conditions: time 2 hour. Product: BrC1C(C2=CC(=CC(=C2CC1)C)OC)=O (2-bromo-7-methoxy-5-methyl-3,4-dihydro-2H-naphthalen-1-one). RXN SMILES: [CH3:1][O:2][C:3]1[CH:12]=[C:11]2[C:6]([CH2:7][CH2:8][CH2:9][C:10]2=[O:13])=[C:5]([CH3:14])[CH:4]=1.[Br:15]Br>CO>[Br:15][CH:9]1[CH2:8][CH2:7][C:6]2[C:11](=[CH:12][C:3]([O:2][CH3:1])=[CH:4][C:5]=2[CH3:14])[C:10]1=[O:13]. Procedure details: To the cold (−10° C.) solution of 7-methoxy-5-methyl-3,4-dihydro-2H-naphthalen-1-one (8.3 g, 0.04 mol) in methanol (20 mL), the solution of bromine (2.3 mL, 0.04 mol) in methanol (10 mL) was added dropwise and the mixture was stirred for 2 h while allowing the temperature to rise to room temperature. Methanol was evaporated in vacuo and the mixture was diluted with ethyl acetate and washed with aqueous sodium thiosulphate solution followed by saturated sodium bicarbonate, brine and dried. Evapor... Starting materials: C(C)OC(=O)C1=CN(C2=CC(=C(C=C2C1=O)F)Cl)C1=NC=C(C=C1)F (7-chloro-6-fluoro-1-(5-fluoro-pyridin-2-yl)-4-oxo-1,4-dihydro-quinoline-3-carboxylic acid ethyl ester), O (water). Run in C(C)(=O)O (acetic acid), Cl (HCl). Conditions: temperature 90 celsius. The product is ClC1=C(C=C2C(C(=CN(C2=C1)C1=NC=C(C=C1)F)C(=O)O)=O)F (7-chloro-6-fluoro-1-(5-fluoro-pyridin-2-yl)-4-oxo-1,4-dihydro-quinoline-3-carboxylic Acid). RXN SMILES: C([O:3][C:4]([C:6]1[C:15](=[O:16])[C:14]2[C:9](=[CH:10][C:11]([Cl:18])=[C:12]([F:17])[CH:13]=2)[N:8]([C:19]2[CH:24]=[CH:23][C:22]([F:25])=[CH:21][N:20]=2)[CH:7]=1)=[O:5])C.O>C(O)(=O)C.Cl>[Cl:18][C:11]1[CH:10]=[C:9]2[C:14]([C:15](=[O:16])[C:6]([C:4]([OH:5])=[O:3])=[CH:7][N:8]2[C:19]2[CH:24]=[CH:23][C:22]([F:25])=[CH:21][N:20]=2)=[CH:13][C:12]=1[F:17]. Procedure details: A suspension of 0.5 g 7-chloro-6-fluoro-1-(5-fluoro-pyridin-2-yl)-4-oxo-1,4-dihydro-quinoline-3-carboxylic acid ethyl ester (1.37 mmol) in a mixture of 1.5 ml acetic acid and 1.5 ml 25% HCl was stirred at 90° C. over night. The reaction was monitored by HPLC. The suspension was poured into 50 ml water, the colorless crystals filtered and dried. The reactants are COC(CN1N=C(C=C1)[N+](=O)[O-])(C)C (1-(2-methoxy-2-methyl-propyl)-3-nitro-1H-pyrazole), [H][H] (hydrogen). Reagents/catalysts: [Pd] (palladium on activated carbon). Solvent: C(C)O (ethanol). The product is COC(CN1N=C(C=C1)N)(C)C (1-(2-methoxy-2-methyl-propyl)-1H-pyrazol-3-ylamine). Isolated yield 70.9%. RXN SMILES: [CH3:1][O:2][C:3]([CH3:14])([CH3:13])[CH2:4][N:5]1[CH:9]=[CH:8][C:7]([N+:10]([O-])=O)=[N:6]1.[H][H]>[Pd].C(O)C>[CH3:1][O:2][C:3]([CH3:14])([CH3:13])[CH2:4][N:5]1[CH:9]=[CH:8][C:7]([NH2:10])=[N:6]1. Procedure: In a Parr shaker bottle was placed 1-(2-methoxy-2-methyl-propyl)-3-nitro-1H-pyrazole (1.33 g, 6.68 mmol), 10% palladium on activated carbon (135 mg) and ethanol (50 mL). The bottle was then placed on the Parr shaker at 50 psi of hydrogen pressure for 2 h. The reaction was then filtered through a pad of celite and washed with ethanol and concentrated in vacuo with silica gel (3 g) and purified on Biotage Flash chromatography system (40S column, silica gel, 5% methanol/ethyl acetate) to afford 1-(... Reactants: FC1=NC=C(C=C1)O (2-fluoro-5-hydroxypyridine), CC(C)(C)[Si](C)(C)Cl (BDCS), C(=O)(O)[O-].[Na+] (NaHCO3). Run at time 1 hour. The product is C(C)(C)(C)[Si](OC=1C=CC(=NC1)F)(C)C (5-(tert-Butyl-dimethyl-silanyloxy)-2-fluoro-pyridine). Yield: 97.5%. RXN SMILES: [F:1][C:2]1[CH:7]=[CH:6][C:5]([OH:8])=[CH:4][N:3]=1.[CH3:9][C:10]([Si:13](Cl)([CH3:15])[CH3:14])([CH3:12])[CH3:11].C([O-])(O)=O.[Na+]>>[C:10]([Si:13]([CH3:15])([CH3:14])[O:8][C:5]1[CH:6]=[CH:7][C:2]([F:1])=[N:3][CH:4]=1)([CH3:12])([CH3:11])[CH3:9] |f:2.3|. Procedure details: A mixture of 2-fluoro-5-hydroxypyridine (1.00 g, 8.84 mmol) and BDCS reagent (0.5 TBSCl, 1.0 imidazole in DMF) (35.4 mL, 17.7 mmol) was stirred at rt for 1 h. The reaction was poured into satd. aqueous NaHCO3 solution. The aqueous layer was extracted with ether. The combined extracts were washed with water, brine, dried over MgSO4, and concentrated. The residue was purified by flash column chromatography on silica gel eluting with 10% ethyl acetate/hexanes to give the title compound (1.96 g, 98%... Reactants: CCC=C(CCC)c1cnc(-c2c(CC)cccc2CC)cc1OC, CO. The product is CCCC(CCC)c1cnc(-c2c(CC)cccc2CC)cc1OC. RXN SMILES: [CH2:1]([CH3:2])[c:3]1[c:4](-[c:11]2[n:12][cH:13][c:14]([C:19](=[CH:20][CH2:21][CH3:22])[CH2:23][CH2:24][CH3:25])[c:15]([O:17][CH3:18])[cH:16]2)[c:5]([CH2:9][CH3:10])[cH:6][cH:7][cH:8]1.[CH3:26][OH:27]>>[CH2:1]([CH3:2])[c:3]1[c:4](-[c:11]2[n:12][cH:13][c:14]([CH:19]([CH2:20][CH2:21][CH3:22])[CH2:23][CH2:24][CH3:25])[c:15]([O:17][CH3:18])[cH:16]2)[c:5]([CH2:9][CH3:10])[cH:6][cH:7][cH:8]1.